Task: describe an organic reaction: reactants, conditions, products, and yield. Dataset: the Open Reaction Database (ORD), a public repository of structured organic reaction records Reactants: C([O-])([O-])=O.[Na+].[Na+] (sodium carbonate), [SiH](CC)(CC)CC (Et3SiH), B(F)(F)F.CCOCC (BF3.Et2O), C(C1=CC=CC=C1)OC1=C(C=C(C=C1)C(O)C1=CC=C(C=C1)OCC)Br ([4-(benzyloxy)-3-bromophenyl](4-ethoxyphenyl)methanol). The solvent is C(Cl)(Cl)Cl (chloroform). RXN SMILES: [SiH](CC)(CC)CC.B(F)(F)F.CCOCC.[CH2:17]([O:24][C:25]1[CH:30]=[CH:29][C:28]([CH:31]([C:33]2[CH:38]=[CH:37][C:36]([O:39][CH2:40][CH3:41])=[CH:35][CH:34]=2)O)=[CH:27][C:26]=1[Br:42])[C:18]1[CH:23]=[CH:22][CH:21]=[CH:20][CH:19]=1.C(=O)([O-])[O-].[Na+].[Na+]>C(Cl)(Cl)Cl>[CH2:17]([O:24][C:25]1[CH:30]=[CH:29][C:28]([CH2:31][C:33]2[CH:34]=[CH:35][C:36]([O:39][CH2:40][CH3:41])=[CH:37][CH:38]=2)=[CH:27][C:26]=1[Br:42])[C:18]1[CH:23]=[CH:22][CH:21]=[CH:20][CH:19]=1 |f:1.2,4.5.6|. Product: C(C1=CC=CC=C1)OC1=C(C=C(C=C1)CC1=CC=C(C=C1)OCC)Br (1-(benzyloxy)-2-bromo-4-(4-ethoxybenzyl)benzene). Yield: 105.5%. Conditions: time 1 hour. Procedure details: Then, Et3SiH (6.7 mL, 0.042 mol) and BF3.Et2O (2.7 mL, 0.021 mol) were added sequentially to a chloroform (90 mL) solution of [4-(benzyloxy)-3-bromophenyl](4-ethoxyphenyl)methanol (8.7 g, 0.021 mol) at −15° C. After stirred for one hour, the reaction mixture was warmed to room temperature. After the reaction mixture was added with a saturated sodium carbonate aqueous solution and extracted with chloroform, the organic layer was washed with brine and dried with anhydrous magnesium sulfate. After ...